From a dataset of the Open Reaction Database (ORD), a public repository of structured organic reaction records. describe an organic reaction: reactants, conditions, products, and yield The reactants are C(C)(C)(C)OC(NCCC(NC=1C=C2C(=NC=NC2=CC1)NC1=CC=C(C=C1)CCN1CC2=CC(=C(C=C2CC1)OC)OC)=O)=O ([2-(4-{4-[2-(6,7-dimethoxy-3,4-dihydro-1H-isoquinolin-2-yl)-ethyl]phenylamino}-quinazolin-6-ylcarbamoyl)-ethyl]-carbamic acid t-butylester), FC(C(=O)O)(F)F (trifluoroacetic acid). Run in C(Cl)Cl (methylene chloride), C([O-])(O)=O.[Na+] (sodium bicarbonate). The product is NCCC(=O)NC=1C=C2C(=NC=NC2=CC1)NC1=CC=C(C=C1)CCN1CC2=CC(=C(C=C2CC1)OC)OC (3-amino-N-(4-{4-[2-(6,7-dimethoxy-3,4-dihydro-1H-isoquinolin-2-yl)-ethyl]-phenylamino}-quinazolin-6-yl)-propionamide). The yield is 46.1%. As a reaction SMILES: C(OC(=O)[NH:7][CH2:8][CH2:9][C:10](=[O:45])[NH:11][C:12]1[CH:13]=[C:14]2[C:19](=[CH:20][CH:21]=1)[N:18]=[CH:17][N:16]=[C:15]2[NH:22][C:23]1[CH:28]=[CH:27][C:26]([CH2:29][CH2:30][N:31]2[CH2:40][CH2:39][C:38]3[C:33](=[CH:34][C:35]([O:43][CH3:44])=[C:36]([O:41][CH3:42])[CH:37]=3)[CH2:32]2)=[CH:25][CH:24]=1)(C)(C)C.FC(F)(F)C(O)=O>C(Cl)Cl.C(=O)(O)[O-].[Na+]>[NH2:7][CH2:8][CH2:9][C:10]([NH:11][C:12]1[CH:13]=[C:14]2[C:19](=[CH:20][CH:21]=1)[N:18]=[CH:17][N:16]=[C:15]2[NH:22][C:23]1[CH:24]=[CH:25][C:26]([CH2:29][CH2:30][N:31]2[CH2:40][CH2:39][C:38]3[C:33](=[CH:34][C:35]([O:43][CH3:44])=[C:36]([O:41][CH3:42])[CH:37]=3)[CH2:32]2)=[CH:27][CH:28]=1)=[O:45] |f:3.4|. Procedure details: 800 mg of [2-(4-{4-[2-(6,7-dimethoxy-3,4-dihydro-1H-isoquinolin-2-yl)-ethyl]phenylamino}-quinazolin-6-ylcarbamoyl)-ethyl]-carbamic acid t-butylester dissolved in 16 ml of methylene chloride was reacted with 16 ml of trifluoroacetic acid at room temperature for 4 hours. The residue obtained from distillation of the reacted solution under a reduced pressure was stirred in 200 ml of saturated aqueous sodium bicarbonate solution for 30 mins, filtered under a reduced pressure and dried to obtain the ... Reported procedure: To 70 ml of methyl ethyl ketone were added 7 g of 2-aminobenzothiazole and 10 g of o-methoxyphenacyl bromide and the mixture was refluxed for 10 hours. The reaction mixture was filtered while it was hot to recover crystals precipitated. The crystals were washed with methyl ethyl ketone, and dried to provide 3.0 g of 2-(o-methoxyphenyl)imidazo[2,1-b]-benzothiazole hydrobromide having a melting point of 263°-265° C. RXN SMILES: [NH2:1][C:2]1[S:3][C:4]2[CH:10]=[CH:9][CH:8]=[CH:7][C:5]=2[N:6]=1.[CH3:11][O:12][C:13]1[CH:22]=[CH:21][CH:20]=[CH:19][C:14]=1[C:15](=O)[CH2:16][Br:17]>C(C(C)=O)C>[BrH:17].[CH3:11][O:12][C:13]1[CH:22]=[CH:21][CH:20]=[CH:19][C:14]=1[C:15]1[N:1]=[C:2]2[N:6]([CH:16]=1)[C:5]1[CH:7]=[CH:8][CH:9]=[CH:10][C:4]=1[S:3]2 |f:3.4|. Yields the product Br.COC1=C(C=CC=C1)C=1N=C2SC3=C(N2C1)C=CC=C3 (2-(o-methoxyphenyl)imidazo[2,1-b]-benzothiazole hydrobromide). Solvent: C(C)C(=O)C (methyl ethyl ketone). Starting materials: NC=1SC2=C(N1)C=CC=C2 (2-aminobenzothiazole), COC1=C(C(CBr)=O)C=CC=C1 (o-methoxyphenacyl bromide). The yield is 19.0%. Starting materials: COC1=C(C=CC(=C1)OC)C1=NNC2=C(C=CC=C12)F (3-(2,4-dimethoxyphenyl)-7-fluoro-1H-indazole), [H-].[Na+] (sodium hydride), C1(CCCC1)Br (cyclopentyl bromide). Product: C1(CCCC1)N1N=C(C2=CC=CC(=C12)F)C1=C(C=C(C=C1)OC)OC (1-cyclopentyl-3-(2,4-dimethoxyphenyl)-7-fluoro-1H-indazole). Yield: 125.0%. As a reaction SMILES: [CH3:1][O:2][C:3]1[CH:8]=[C:7]([O:9][CH3:10])[CH:6]=[CH:5][C:4]=1[C:11]1[C:19]2[C:14](=[C:15]([F:20])[CH:16]=[CH:17][CH:18]=2)[NH:13][N:12]=1.[H-].[Na+].[CH:23]1(Br)[CH2:27][CH2:26][CH2:25][CH2:24]1>>[CH:23]1([N:13]2[C:14]3[C:19](=[CH:18][CH:17]=[CH:16][C:15]=3[F:20])[C:11]([C:4]3[CH:5]=[CH:6][C:7]([O:9][CH3:10])=[CH:8][C:3]=3[O:2][CH3:1])=[N:12]2)[CH2:27][CH2:26][CH2:25][CH2:24]1 |f:1.2|. Reported procedure: Prepared according to Method D step B from 3-(2,4-dimethoxyphenyl)-7-fluoro-1H-indazole (0.150 g, 0.55 mmol), sodium hydride (60% in oil, 0.058 g, 0.66 mmol) and cyclopentyl bromide (0.214 mL, 2.0 mmol) to give the title compound (0.234 g) as a white solid. The reactants are CO, [O-][I+3]([O-])([O-])[O-], [Na+], O, Oc1ccc2c(c1)CCCC(c1ccccc1)=C2c1ccc(OCCCCCCSCc2ccccn2)cc1. Yields the product O=S(CCCCCCOc1ccc(C2=C(c3ccccc3)CCCc3cc(O)ccc32)cc1)Cc1ccccn1. RXN SMILES: [CH3:40][OH:41].[I+3:42]([O-:43])([O-:44])([O-:45])[O-:46].[Na+:47].[OH2:48].[c:1]1([C:7]2=[C:8]([c:19]3[cH:20][cH:21][c:22]([O:25][CH2:26][CH2:27][CH2:28][CH2:29][CH2:30][CH2:31][S:32][CH2:33][c:34]4[n:35][cH:36][cH:37][cH:38][cH:39]4)[cH:23][cH:24]3)[c:9]3[c:10]([cH:14][c:15]([OH:18])[cH:16][cH:17]3)[CH2:11][CH2:12][CH2:13]2)[cH:2][cH:3][cH:4][cH:5][cH:6]1>>[c:1]1([C:7]2=[C:8]([c:19]3[cH:20][cH:21][c:22]([O:25][CH2:26][CH2:27][CH2:28][CH2:29][CH2:30][CH2:31][S:32]([CH2:33][c:34]4[n:35][cH:36][cH:37][cH:38][cH:39]4)=[O:43])[cH:23][cH:24]3)[c:9]3[c:10]([cH:14][c:15]([OH:18])[cH:16][cH:17]3)[CH2:11][CH2:12][CH2:13]2)[cH:2][cH:3][cH:4][cH:5][cH:6]1. The reactants are ON1N=NC2=C1C=CC=C2 (1-hydroxybenzotriazole), 1-[(3-dimethylamino)propyl]-3-ethylcarbodiimide hydrochloride, CN1CCOCC1 (4-methylmorpholine), C1(=CC=CC=C1)NN (phenylhydrazine), NC=1N=CC(=NC1C(=O)NC)C=1C=C(C(=O)O)C=CC1 (3-{5-amino-6-[(methylamino)carbonyl]pyrazin-2-yl}benzoic acid). Solvent: CN(C)C=O (DMF), C(C)(=O)OCC (ethyl acetate). Run at time 18 hour. Yields the product NC=1C(=NC(=CN1)C1=CC(=CC=C1)C(=O)NNC1=CC=CC=C1)C(=O)NC (3-amino-N-methyl-6-{3-[(2-phenylhydrazino)carbonyl]phenyl}pyrazine-2-carboxamide). The yield is 56.0%. Reaction SMILES: [NH2:1][C:2]1[N:3]=[CH:4][C:5]([C:12]2[CH:13]=[C:14]([CH:18]=[CH:19][CH:20]=2)[C:15]([OH:17])=O)=[N:6][C:7]=1[C:8]([NH:10][CH3:11])=[O:9].O[N:22]1[C:26]2[CH:27]=[CH:28][CH:29]=[CH:30][C:25]=2N=[N:23]1.CN1CCOCC1.C1(NN)C=CC=CC=1>CN(C=O)C.C(OCC)(=O)C>[NH2:1][C:2]1[C:7]([C:8]([NH:10][CH3:11])=[O:9])=[N:6][C:5]([C:12]2[CH:20]=[CH:19][CH:18]=[C:14]([C:15]([NH:23][NH:22][C:26]3[CH:27]=[CH:28][CH:29]=[CH:30][CH:25]=3)=[O:17])[CH:13]=2)=[CH:4][N:3]=1. Procedure details: 3-{5-amino-6-[(methylamino)carbonyl]pyrazin-2-yl}benzoic acid (40 mg, 0.15 mmol) was dissolved in DMF (1 mL) and 1-hydroxybenzotriazole (30 mg, 0.22 mmol), 1-[(3-dimethylamino)propyl]-3-ethylcarbodiimide hydrochloride (30 mg, 0.16 mmol), and 4-methylmorpholine (30 mg, 0.28 mol) were added sequentially. After one hour phenylhydrazine (30 mg, 0.27 mmol) was added to the reaction mixture and stirring was continued at room temperature for 18 hours. It was then diluted with ethyl acetate (10 mL), was... Starting materials: OCC1=NC(=NO1)C=1C=CC(=C(C1)NC(=O)C1=CN=C2N1C=CC=C2)C (N-(5-(5-(hydroxymethyl)-1,2,4-oxadiazol-3-yl)-2-methylphenyl)imidazo[1,2-a]pyridine-3-carboxamide), CCN(C(C)C)C(C)C (DIEA), CS(=O)(=O)Cl (MsCl). The solvent is C(Cl)Cl (DCM). Run at time 10 minute. The product is CS(=O)(=O)OCC1=NC(=NO1)C1=CC(=C(C=C1)C)NC(=O)C1=CN=C2N1C=CC=C2 ((3-(3-(imidazo[1,2-a]pyridine-3-carboxamido)-4-methylphenyl)-1,2,4-oxadiazol-5-yl)methyl methanesulfonate). Yield: 70.2%. As a reaction SMILES: [OH:1][CH2:2][C:3]1[O:7][N:6]=[C:5]([C:8]2[CH:9]=[CH:10][C:11]([CH3:26])=[C:12]([NH:14][C:15]([C:17]3[N:21]4[CH:22]=[CH:23][CH:24]=[CH:25][C:20]4=[N:19][CH:18]=3)=[O:16])[CH:13]=2)[N:4]=1.CCN(C(C)C)C(C)C.[CH3:36][S:37](Cl)(=[O:39])=[O:38]>C(Cl)Cl>[CH3:36][S:37]([O:1][CH2:2][C:3]1[O:7][N:6]=[C:5]([C:8]2[CH:9]=[CH:10][C:11]([CH3:26])=[C:12]([NH:14][C:15]([C:17]3[N:21]4[CH:22]=[CH:23][CH:24]=[CH:25][C:20]4=[N:19][CH:18]=3)=[O:16])[CH:13]=2)[N:4]=1)(=[O:39])=[O:38]. Procedure details: To a solution of N-(5-(5-(hydroxymethyl)-1,2,4-oxadiazol-3-yl)-2-methylphenyl)imidazo[1,2-a]pyridine-3-carboxamide (43) (210 mg, 0.6 mmol) and DIEA (0.32 mL, 1.8 mmol) in DCM (5 mL) was added MsCl (138 mg, 1.2 mmol). The mixture was stirred at room temperature for 10 minutes then subjected to standard aqueous work up. The crude product was purified by silica chromatography to yield (3-(3-(imidazo[1,2-a]pyridine-3-carboxamido)-4-methylphenyl)-1,2,4-oxadiazol-5-yl)methyl methanesulfonate (44) (180... Reactants: CS(=O)(=O)c1ccc(B(O)O)cc1, CCOC(=O)Cc1ccc(Oc2ccc(C(=O)NCCc3ccc(Cl)cc3)cc2)c(Br)c1, [K+], [K+], O=C([O-])[O-], C1COCCO1, c1ccc(P(c2ccccc2)(c2ccccc2)[Pd](P(c2ccccc2)(c2ccccc2)c2ccccc2)(P(c2ccccc2)(c2ccccc2)c2ccccc2)P(c2ccccc2)(c2ccccc2)c2ccccc2)cc1. Product: CCOC(=O)Cc1ccc(Oc2ccc(C(=O)NCCc3ccc(Cl)cc3)cc2)c(-c2ccc(S(C)(=O)=O)cc2)c1. Reaction SMILES: [CH3:39][S:40](=[O:41])(=[O:42])[c:43]1[cH:44][cH:45][c:46]([B:49]([OH:50])[OH:51])[cH:47][cH:48]1.[Cl:1][c:2]1[cH:3][cH:4][c:5]([CH2:6][CH2:7][NH:8][C:9](=[O:10])[c:11]2[cH:12][cH:13][c:14]([O:15][c:16]3[c:17]([Br:28])[cH:18][c:19]([CH2:22][C:23](=[O:24])[O:25][CH2:26][CH3:27])[cH:20][cH:21]3)[cH:29][cH:30]2)[cH:31][cH:32]1.[K+:33].[K+:34].[O-:35][C:36]([O-:37])=[O:38].[O:52]1[CH2:53][CH2:54][O:55][CH2:56][CH2:57]1.[cH:58]1[cH:59][cH:60][c:61]([P:62]([Pd:63]([P:64]([c:65]2[cH:66][cH:67][cH:68][cH:69][cH:70]2)([c:71]2[cH:72][cH:73][cH:74][cH:75][cH:76]2)[c:77]2[cH:78][cH:79][cH:80][cH:81][cH:82]2)([P:83]([c:84]2[cH:85][cH:86][cH:87][cH:88][cH:89]2)([c:90]2[cH:91][cH:92][cH:93][cH:94][cH:95]2)[c:96]2[cH:97][cH:98][cH:99][cH:100][cH:101]2)[P:102]([c:103]2[cH:104][cH:105][cH:106][cH:107][cH:108]2)([c:109]2[cH:110][cH:111][cH:112][cH:113][cH:114]2)[c:115]2[cH:116][cH:117][cH:118][cH:119][cH:120]2)([c:121]2[cH:122][cH:123][cH:124][cH:125][cH:126]2)[c:127]2[cH:128][cH:129][cH:130][cH:131][cH:132]2)[cH:133][cH:134]1>>[Cl:1][c:2]1[cH:3][cH:4][c:5]([CH2:6][CH2:7][NH:8][C:9](=[O:10])[c:11]2[cH:12][cH:13][c:14]([O:15][c:16]3[c:17](-[c:46]4[cH:45][cH:44][c:43]([S:40]([CH3:39])(=[O:41])=[O:42])[cH:48][cH:47]4)[cH:18][c:19]([CH2:22][C:23](=[O:24])[O:25][CH2:26][CH3:27])[cH:20][cH:21]3)[cH:29][cH:30]2)[cH:31][cH:32]1. The reactants are [N+](=O)([O-])C1=CC=C(C(=O)N2CCC3=C(C4=C2C=CC=C4)ON=C3)C=C1 (5,6-dihydro-6-(4-nitrobenzoyl)-4H-isoxazolo[4,5-d][1]benzazepine), Cl[Sn]Cl (SnCl2), O (Water), C(=O)(O)[O-].[Na+] (NaHCO3). The solvent is C(C)O (ethyl alcohol). The product is NC1=CC=C(C(=O)N2CCC3=C(C4=C2C=CC=C4)ON=C3)C=C1 (5,6-Dihydro-6-(4-aminobenzoyl)-4H-isoxazolo[4,5-d][1]benzazepine). Yield: 219.6%. Reaction SMILES: [N+:1]([C:4]1[CH:25]=[CH:24][C:7]([C:8]([N:10]2[C:16]3[CH:17]=[CH:18][CH:19]=[CH:20][C:15]=3[C:14]3[O:21][N:22]=[CH:23][C:13]=3[CH2:12][CH2:11]2)=[O:9])=[CH:6][CH:5]=1)([O-])=O.Cl[Sn]Cl.O.C([O-])(O)=O.[Na+]>C(O)C>[NH2:1][C:4]1[CH:25]=[CH:24][C:7]([C:8]([N:10]2[C:16]3[CH:17]=[CH:18][CH:19]=[CH:20][C:15]=3[C:14]3[O:21][N:22]=[CH:23][C:13]=3[CH2:12][CH2:11]2)=[O:9])=[CH:6][CH:5]=1 |f:3.4|. Procedure: A mixture of 0.050 g of 5,6-dihydro-6-(4-nitrobenzoyl)-4H-isoxazolo[4,5-d][1]benzazepine and 0.169 g of SnCl2 2H2O in 2 ml of ethyl alcohol is heated at reflux under argon for 1 hour. Water and 10% NaHCO3 is added until basic. The volatiles are evaporated in vacuo to a residue which is stirred with 1:1 chloroform-methanol and filtered. The filtrate is evaporated in vacuo to a residue which is dissolved in methyl alcohol, treated with activated carbon, filtered through diatomaceous earth and conc... The reactants are [N+](=O)([O-])C=1C=NN2C(NC=3C=CC=CC3C21)(C)C (1-Nitro-5,5-dimethyl-5,6-dihydropyrazolo[1,5-c]quinazoline), C(C)(=O)OC(C)=O (acetic anhydride). Product: [N+](=O)([O-])C=1C=NN2C(N(C=3C=CC=CC3C21)C(C)=O)(C)C (1-nitro-5,5-dimethyl-6-acetyl-5,6-dihydropyrazolo[1,5-c]quinazoline). Yield: 69.0%. RXN SMILES: [N+:1]([C:4]1[CH:5]=[N:6][N:7]2[C:16]=1[C:15]1[CH:14]=[CH:13][CH:12]=[CH:11][C:10]=1[NH:9][C:8]2([CH3:18])[CH3:17])([O-:3])=[O:2].[C:19](OC(=O)C)(=[O:21])[CH3:20]>>[N+:1]([C:4]1[CH:5]=[N:6][N:7]2[C:16]=1[C:15]1[CH:14]=[CH:13][CH:12]=[CH:11][C:10]=1[N:9]([C:19](=[O:21])[CH3:20])[C:8]2([CH3:18])[CH3:17])([O-:3])=[O:2]. Procedure details: 1-Nitro-5,5-dimethyl-5,6-dihydropyrazolo[1,5-c]quinazoline is treated with acetic anhydride to give 1-nitro-5,5-dimethyl-6-acetyl-5,6-dihydropyrazolo[1,5-c]quinazoline with a yield of 69%. M.p.: 182°-183° C.